This data is from the Open Reaction Database (ORD), a public repository of structured organic reaction records. The task is: describe an organic reaction: reactants, conditions, products, and yield The reactants are resultant mixture, FC1=CC=C(C=C1)C1=CC(CC1)N1C(C2=CC=CC=C2C1=O)=O (2-[3-(4-fluorophenyl)cyclopent-2-en-1-yl]isoindoline-1,3-dione), O.NN (hydrazine monohydrate). Solvent: C(C)O (ethanol). Reaction conditions: temperature 70 celsius, time 6 hour. The product is crude product, FC1=CC=C(C=C1)C1=CC(CC1)N (3-(4-Fluorophenyl)cyclopent-2-enamine). RXN SMILES: [F:1][C:2]1[CH:7]=[CH:6][C:5]([C:8]2[CH2:12][CH2:11][CH:10]([N:13]3C(=O)C4C(=CC=CC=4)C3=O)[CH:9]=2)=[CH:4][CH:3]=1.O.NN>C(O)C>[F:1][C:2]1[CH:3]=[CH:4][C:5]([C:8]2[CH2:12][CH2:11][CH:10]([NH2:13])[CH:9]=2)=[CH:6][CH:7]=1 |f:1.2|. Reported procedure: To an ethanol solution (0.50 mL) of 2-[3-(4-fluorophenyl)cyclopent-2-en-1-yl]isoindoline-1,3-dione (10.0 mg, 0.0325 mmol) synthesized in Reference Synthesis Example 222, hydrazine monohydrate (3.16 μL, 0.0651 mmol) was added and the resultant mixture was stirred at room temperature for 1 day. Further, the reaction solution was stirred at 70° C. for 6 hours and then stirred at room temperature for 1 day. After completion of the reaction, the reaction solution was concentrated under reduced pressu... The reactants are C(C)OC(CN1C=CC2=CC=C(C=C12)NCCCC#CC1=CC=C(C=C1)OC(F)(F)F)=O ({6-[5-(4-trifluoromethoxy-phenyl)-pent-4-ynylamino]-indol-1-yl}-acetic acid ethyl ester), [Li+].[OH-] (LiOH). Yields the product FC(OC1=CC=C(C=C1)C#CCCCNC1=CC=C2C=CN(C2=C1)CC(=O)O)(F)F ({6-[5-(4-Trifluoromethoxy-phenyl)-pent-4-ynylamino]-indol-1-yl}-acetic acid). As a reaction SMILES: C([O:3][C:4](=[O:32])[CH2:5][N:6]1[C:14]2[C:9](=[CH:10][CH:11]=[C:12]([NH:15][CH2:16][CH2:17][CH2:18][C:19]#[C:20][C:21]3[CH:26]=[CH:25][C:24]([O:27][C:28]([F:31])([F:30])[F:29])=[CH:23][CH:22]=3)[CH:13]=2)[CH:8]=[CH:7]1)C.[Li+].[OH-]>>[F:30][C:28]([F:29])([F:31])[O:27][C:24]1[CH:23]=[CH:22][C:21]([C:20]#[C:19][CH2:18][CH2:17][CH2:16][NH:15][C:12]2[CH:13]=[C:14]3[C:9]([CH:8]=[CH:7][N:6]3[CH2:5][C:4]([OH:32])=[O:3])=[CH:10][CH:11]=2)=[CH:26][CH:25]=1 |f:1.2|. Reported procedure: In analogy to the procedure described for example 1 e], {6-[5-(4-trifluoromethoxy-phenyl)-pent-4-ynylamino]-indol-1-yl}-acetic acid ethyl ester was treated with LiOH to obtain the title compound as green solid.